This data is from the Open Reaction Database (ORD), a public repository of structured organic reaction records. The task is: describe an organic reaction: reactants, conditions, products, and yield Reactants: COc1ccc2nccc(Br)c2n1, O=C(OCc1ccccc1)N1CCCNCC1. The product is COc1ccc2nccc(N3CCCN(C(=O)OCc4ccccc4)CC3)c2n1. As a reaction SMILES: [Br:18][c:19]1[cH:20][cH:21][n:22][c:23]2[cH:24][cH:25][c:26]([O:29][CH3:30])[n:27][c:28]12.[CH2:1]([c:2]1[cH:3][cH:4][cH:5][cH:6][cH:7]1)[O:8][C:9](=[O:10])[N:11]1[CH2:12][CH2:13][NH:14][CH2:15][CH2:16][CH2:17]1>>[CH2:1]([c:2]1[cH:3][cH:4][cH:5][cH:6][cH:7]1)[O:8][C:9](=[O:10])[N:11]1[CH2:12][CH2:13][N:14]([c:19]2[cH:20][cH:21][n:22][c:23]3[cH:24][cH:25][c:26]([O:29][CH3:30])[n:27][c:28]23)[CH2:15][CH2:16][CH2:17]1. The reactants are BrCCCBr (1,3-Dibromopropane), [OH-].[Na+] (sodium hydroxide), ClC1=CC=CC(=N1)CC#N (2-(6-Chloropyridin-2-yl)acetonitrile). The reagents and catalysts are [Cl-].C(C1=CC=CC=C1)[N+](CC)(CC)CC (Benzyltriethylammonium chloride). Solvent: ClCCl (dichloromethane), ClCCl (dichloromethane). Product: ClC1=CC=CC(=N1)C1(CCC1)C#N (1-(6-Chloropyridin-2-yl)cyclobutanecarbonitrile). RXN SMILES: [Cl:1][C:2]1[N:7]=[C:6]([CH2:8][C:9]#[N:10])[CH:5]=[CH:4][CH:3]=1.[OH-].[Na+].Br[CH2:14][CH2:15][CH2:16]Br>ClCCl.[Cl-].C([N+](CC)(CC)CC)C1C=CC=CC=1>[Cl:1][C:2]1[N:7]=[C:6]([C:8]2([C:9]#[N:10])[CH2:16][CH2:15][CH2:14]2)[CH:5]=[CH:4][CH:3]=1 |f:1.2,5.6|. Procedure: 2-(6-Chloropyridin-2-yl)acetonitrile (5.7 g, 37.4 mmol) was dissolved in dichloromethane (25 ml). 50% aqueous sodium hydroxide solution (26.5 mL) was added dropwise. Benzyltriethylammonium chloride (0.17 g, 0.747 mmol) was added. 1,3-Dibromopropane (7.54 g, 37.4 mmol) were added dropwise and the reaction mixture was stirred over night at room temperature. The reaction mixture was diluted with dichloromethane and washed with water (3×). The organic layer was dried (MgSO4) and concentrated in vacu... The reactants are OC1=NC=CC=C1O (2,3-dihydroxypyridine), ClC1=CC=C(N)C=C1 (p-chloroaniline), NaIO3. Solvent: O.CC(=O)C (water acetone). Conditions: time 2 hour. The product is ClC1=CC=C(C=C1)NC1=CC(C(N=C1NC1=CC=C(C=C1)Cl)=O)=O (5,6-di(p-chlorophenylamino)-2,3-pyridindione). Yield: 42.0%. As a reaction SMILES: [OH:1][C:2]1[C:7]([OH:8])=[CH:6][CH:5]=[CH:4][N:3]=1.[Cl:9][C:10]1[CH:16]=[CH:15][C:13]([NH2:14])=[CH:12][CH:11]=1>O.CC(C)=O>[Cl:9][C:10]1[CH:16]=[CH:15][C:13]([NH:14][C:5]2[C:4]([NH:14][C:13]3[CH:15]=[CH:16][C:10]([Cl:9])=[CH:11][CH:12]=3)=[N:3][C:2](=[O:1])[C:7](=[O:8])[CH:6]=2)=[CH:12][CH:11]=1 |f:2.3|. Procedure details: 2,3-dihydroxypyridine (0.0027 mol), p-chloroaniline (0.0054 mol), and NaIO3 (0.0009 mol) were dissolved in 160 ml water/acetone (80:1, v/v) solvent. The reaction mixture was stirred for 2 hours, and maintained still overnight. It was then filtered and recrystallized with chloroform. The final product was 5,6-di(p-chlorophenylamino)-2,3-pyridindione in a yellow powder. The yield was 42%-60%. Starting materials: N(=NC(=O)OCC)C(=O)OCC (Diethyl azodicarboxylate), OCCC(C(=O)OC(C)(C)C)C1(C(N(CC1)CCC1=CC=CC=C1)=O)CC(C)C (tert-butyl α-(2-hydroxyethyl)-3-(2-methylpropyl)-2-oxo-1-(2-phenylethyl)-3-pyrrolidineacetate), C1(=CC=CC=C1)P(C1=CC=CC=C1)C1=CC=CC=C1 (triphenylphosphine), C1(C=2C(C(N1)=O)=CC=CC2)=O (phthalimide). Run in C1CCOC1 (THF). Run at time 8 hour. Yields the product O=C1N(C(C2=CC=CC=C12)=O)CCC(C(=O)OC(C)(C)C)C1(C(N(CC1)CCC1=CC=CC=C1)=O)CC(C)C (tert-Butyl α-[2-(1,3-Dihydro-1,3-dioxo-2H-isoindol-2-yl)ethyl]-3-(2-methylpropyl)-2-oxo-1-(2-phenylethyl)-3-pyrrolidineacetate). The yield is 52.9%. As a reaction SMILES: N(C(OCC)=O)=NC(OCC)=O.O[CH2:14][CH2:15][CH:16]([C:24]1([CH2:38][CH:39]([CH3:41])[CH3:40])[CH2:28][CH2:27][N:26]([CH2:29][CH2:30][C:31]2[CH:36]=[CH:35][CH:34]=[CH:33][CH:32]=2)[C:25]1=[O:37])[C:17]([O:19][C:20]([CH3:23])([CH3:22])[CH3:21])=[O:18].C1(P(C2C=CC=CC=2)C2C=CC=CC=2)C=CC=CC=1.[C:61]1(=[O:71])[NH:65][C:64](=[O:66])[C:63]2=[CH:67][CH:68]=[CH:69][CH:70]=[C:62]12>C1COCC1>[O:66]=[C:64]1[C:63]2[C:62](=[CH:70][CH:69]=[CH:68][CH:67]=2)[C:61](=[O:71])[N:65]1[CH2:14][CH2:15][CH:16]([C:24]1([CH2:38][CH:39]([CH3:40])[CH3:41])[CH2:28][CH2:27][N:26]([CH2:29][CH2:30][C:31]2[CH:32]=[CH:33][CH:34]=[CH:35][CH:36]=2)[C:25]1=[O:37])[C:17]([O:19][C:20]([CH3:23])([CH3:22])[CH3:21])=[O:18]. Reported procedure: Diethyl azodicarboxylate (182 uL, 1.16 mmol) is added to a mixture of tert-butyl α-(2-hydroxyethyl)-3-(2-methylpropyl)-2-oxo-1-(2-phenylethyl)-3-pyrrolidineacetate (468 mg, 1.16 mmol), triphenylphosphine (304 mg, 1.16 mmol), phthalimide (171 mg, 1.16 mmol) and THF (10 mL) at room temperature. The mixture is allowed to stir overnight and is concentrated. Purification by column chromatography (2 columns, 5% acetone/CH2Cl2 and 10% EtOAc/hexane) provided 327 mg (51%) of the title compound as a color... The reactants are C(C)[C@H]1NC=2C(=C3C(=CC(=NC3=CC2)OC(C)C)C(F)(F)F)OC1 ((3R)-3-ethyl-3,4-dihydro-8-isopropoxy-10-(trifluoromethyl)-2H-[1,4]oxazino[2,3-f]quinoline), [BH4-].[Na+] (NaBH4). The solvent is FC(C(=O)O)F (difluoroacetic acid). Run at time 12 hour. The product is Compound 112, FC(CN1[C@@H](COC2=C3C(=CC(=NC3=CC=C21)OC(C)C)C(F)(F)F)CC)F ((3R)-4-(2,2-difluoroethyl)-3-ethyl-3,4-dihydro-8-isopropoxy-10-(trifluoromethyl)-2H-[1,4]oxazino[2,3-f]quinoline). Yield: 98.9%. RXN SMILES: [CH2:1]([C@@H:3]1[CH2:24][O:23][C:6]2=[C:7]3[C:12](=[CH:13][CH:14]=[C:5]2[NH:4]1)[N:11]=[C:10]([O:15][CH:16]([CH3:18])[CH3:17])[CH:9]=[C:8]3[C:19]([F:22])([F:21])[F:20])[CH3:2].[BH4-].[Na+]>FC(F)C(O)=O>[F:20][CH:19]([F:21])[CH2:8][N:4]1[C:5]2[C:6](=[C:7]3[C:12](=[CH:13][CH:14]=2)[N:11]=[C:10]([O:15][CH:16]([CH3:18])[CH3:17])[CH:9]=[C:8]3[C:19]([F:21])([F:22])[F:20])[O:23][CH2:24][C@H:3]1[CH2:1][CH3:2] |f:1.2|. Reported procedure: Compound 112 was prepared according to General Method 6 (EXAMPLE 3) from (3R)-3-ethyl-3,4-dihydro-8-isopropoxy-10-(trifluoromethyl)-2H-[1,4]oxazino[2,3-f]quinoline (13 mg, 0.04 mmol) and NaBH4 pellets (large excess, >10 equiv) in 3 mL difluoroacetic acid (0.01 M) stirred at rt for 12 h, to afford 8 mg (53%) of (3R)-4-(2,2-difluoroethyl)-3-ethyl-3,4-dihydro-8-isopropoxy-10-(trifluoromethyl)-2H-[1,4]oxazino[2,3-f]quinoline. This material (8 mg, 0.02 mmol) was carried on according to General Method... Starting materials: CC(=O)O, Oc1ccc(OC(F)(F)F)cc1, O=C1CCC(=O)N1I, O, O=S(=O)(O)O. Product: Oc1ccc(OC(F)(F)F)cc1I. As a reaction SMILES: [CH3:26][C:27](=[O:28])[OH:29].[F:9][C:10]([O:11][c:12]1[cH:13][cH:14][c:15]([OH:18])[cH:16][cH:17]1)([F:19])[F:20].[I:1][N:2]1[C:3](=[O:4])[CH2:5][CH2:6][C:7]1=[O:8].[OH2:30].[S:21](=[O:22])(=[O:23])([OH:24])[OH:25]>>[I:1][c:14]1[cH:13][c:12]([O:11][C:10]([F:9])([F:19])[F:20])[cH:17][cH:16][c:15]1[OH:18]. The reactants are N#Cc1ccccc1N, CCC[Mg+], CCOCC, [Cl-]. The product is CCCC(=O)c1ccccc1N. As a reaction SMILES: [C:1]([c:2]1[c:3]([NH2:4])[cH:5][cH:6][cH:7][cH:8]1)#[N:9].[CH2:11]([CH2:12][CH3:13])[Mg+:14].[CH3:15][CH2:16][O:17][CH2:18][CH3:19].[Cl-:10]>>[C:1]([c:2]1[c:3]([NH2:4])[cH:5][cH:6][cH:7][cH:8]1)([CH2:11][CH2:12][CH3:13])=[O:17].